Task: describe an organic reaction: reactants, conditions, products, and yield. Dataset: the Open Reaction Database (ORD), a public repository of structured organic reaction records Starting materials: ClC=1C=C2C(=NNC2=CC1)CN1N=C2N(C(N(C(C2=C1C1=CC(=CN1C)C(=O)O)=O)C)=O)CC1CC1 (5-[2-[(5-chloro-1H-indazol-3-yl)methyl]-7-(cyclopropylmethyl)-5-methyl-4,6-dioxo-4,5,6,7-tetrahydro-2H-pyrazolo[3,4-d]pyrimidin-3-yl]-1-methyl-1H-pyrrole-3-carboxylic acid), C1(CC1)N (cyclopropylamine), C(#N)P(OCC)(OCC)=O (diethyl cyanophosphonate). Product: ClC=1C=C2C(=NNC2=CC1)CN1N=C2N(C(N(C(C2=C1C1=CC(=CN1C)C(=O)NC1CC1)=O)C)=O)CC1CC1 (5-[2-[(5-chloro-1H-indazol-3-yl)methyl]-7-(cyclopropylmethyl)-5-methyl-4,6-dioxo-4,5,6,7-tetrahydro-2H-pyrazolo[3,4-d]pyrimidin-3-yl]-N-cyclopropyl-1-methyl-1H-pyrrole-3-carboxamide). RXN SMILES: [Cl:1][C:2]1[CH:3]=[C:4]2[C:8](=[CH:9][CH:10]=1)[NH:7][N:6]=[C:5]2[CH2:11][N:12]1[C:20]([C:21]2[N:25]([CH3:26])[CH:24]=[C:23]([C:27](O)=[O:28])[CH:22]=2)=[C:19]2[C:14]([N:15]([CH2:33][CH:34]3[CH2:36][CH2:35]3)[C:16](=[O:32])[N:17]([CH3:31])[C:18]2=[O:30])=[N:13]1.[CH:37]1([NH2:40])[CH2:39][CH2:38]1.C(P(=O)(OCC)OCC)#N>>[Cl:1][C:2]1[CH:3]=[C:4]2[C:8](=[CH:9][CH:10]=1)[NH:7][N:6]=[C:5]2[CH2:11][N:12]1[C:20]([C:21]2[N:25]([CH3:26])[CH:24]=[C:23]([C:27]([NH:40][CH:37]3[CH2:39][CH2:38]3)=[O:28])[CH:22]=2)=[C:19]2[C:14]([N:15]([CH2:33][CH:34]3[CH2:36][CH2:35]3)[C:16](=[O:32])[N:17]([CH3:31])[C:18]2=[O:30])=[N:13]1. Procedure details: This compound was synthesized by the reaction of 5-[2-[(5-chloro-1H-indazol-3-yl)methyl]-7-(cyclopropylmethyl)-5-methyl-4,6-dioxo-4,5,6,7-tetrahydro-2H-pyrazolo[3,4-d]pyrimidin-3-yl]-1-methyl-1H-pyrrole-3-carboxylic acid and cyclopropylamine using diethyl cyanophosphonate as a coupling reagent Mass: 547.19 (M+H). Reactants: dichloro(1,1′-bis(diphenylphosphino)ferrocene)palladium(II), FC(S(=O)(=O)OC1=NN(C2=C1C(=NC=C2)OC)C2=C(C=CC=C2F)F)(F)F (1-(2,6-difluorophenyl)-4-methoxy-1H-pyrazolo[4,3-c]pyridin-3-yl trifluoromethanesulfonate), CC1(OB(OC1(C)C)C1=CC=C(C=C1)N1C(COCC1)=O)C (4-(4-(4,4,5,5-tetramethyl-1,3,2-dioxaborolan-2-yl)phenyl)morpholin-3-one), C([O-])([O-])=O.[Na+].[Na+] (sodium carbonate). Run in COCCOC.O (DME water). Reaction conditions: temperature 120 celsius, time 1 hour. Product: FC1=C(C(=CC=C1)F)N1N=C(C=2C(=NC=CC21)OC)C2=CC=C(C=C2)N2C(COCC2)=O (4-(4-(1-(2,6-difluorophenyl)-4-methoxy-1H-pyrazolo[4,3-c]pyridin-3-yl)phenyl)morpholin-3-one). The yield is 89.4%. RXN SMILES: FC(F)(F)S(O[C:7]1[C:11]2[C:12]([O:16][CH3:17])=[N:13][CH:14]=[CH:15][C:10]=2[N:9]([C:18]2[C:23]([F:24])=[CH:22][CH:21]=[CH:20][C:19]=2[F:25])[N:8]=1)(=O)=O.CC1(C)C(C)(C)OB([C:36]2[CH:41]=[CH:40][C:39]([N:42]3[CH2:47][CH2:46][O:45][CH2:44][C:43]3=[O:48])=[CH:38][CH:37]=2)O1.C(=O)([O-])[O-].[Na+].[Na+]>COCCOC.O>[F:24][C:23]1[CH:22]=[CH:21][CH:20]=[C:19]([F:25])[C:18]=1[N:9]1[C:10]2[CH:15]=[CH:14][N:13]=[C:12]([O:16][CH3:17])[C:11]=2[C:7]([C:36]2[CH:37]=[CH:38][C:39]([N:42]3[CH2:47][CH2:46][O:45][CH2:44][C:43]3=[O:48])=[CH:40][CH:41]=2)=[N:8]1 |f:2.3.4,5.6|. Procedure: To a mixture of 1-(2,6-difluorophenyl)-4-methoxy-1H-pyrazolo[4,3-c]pyridin-3-yl trifluoromethanesulfonate (150 mg) obtained in Step C of Example 35, 4-(4-(4,4,5,5-tetramethyl-1,3,2-dioxaborolan-2-yl)phenyl)morpholin-3-one (145 mg) and sodium carbonate (78 mg) in DME/water (1.5 mL/0.070 mL) was added dichloro(1,1′-bis(diphenylphosphino)ferrocene)palladium(II) (21 mg) under nitrogen atmosphere. The reaction mixture was stirred under microwave irradiation at 120° C. for 1 hr. The insoluble substanc... Starting materials: [OH-].[K+] (potassium hydroxide), Cl (hydrochloric acid), ClC1=NC(=C(C=C1Cl)C(F)(F)F)Cl (2,3,6-trichloro-5-trifluoromethylpyridine). The solvent is C(C)(C)(C)O (t-butanol). Product: ClC=1C(NC(=C(C1)C(F)(F)F)Cl)=O (3,6-dichloro-5-trifluoromethyl-2-pyridone), ClC=1C=C(C(NC1Cl)=O)C(F)(F)F (5,6-dichloro-3-trifluoromethyl-2-pyridone). Reaction SMILES: [OH-:1].[K+].[Cl:3][C:4]1[C:9]([Cl:10])=[CH:8][C:7]([C:11]([F:14])([F:13])[F:12])=[C:6]([Cl:15])[N:5]=1.Cl>C(O)(C)(C)C>[Cl:10][C:9]1[C:4](=[O:1])[NH:5][C:6]([Cl:15])=[C:7]([C:11]([F:14])([F:13])[F:12])[CH:8]=1.[Cl:10][C:9]1[CH:8]=[C:7]([C:11]([F:14])([F:13])[F:12])[C:6](=[O:1])[NH:5][C:4]=1[Cl:3] |f:0.1|. Procedure details: To a solution of 2.7 g of potassium hydroxide dissolved in 37 ml of t-butanol was added 6.0 g of 2,3,6-trichloro-5-trifluoromethylpyridine, and the solution was reacted at 80° C. for 3 hours while stirring. After completion of the reaction, the reaction product was allowed to cool and made acidic with concentrated hydrochloric acid. The solvent was distilled off under reduced pressure, and the residue was extracted with methylene chloride. The methylene chloride solution was washed with water an... The reactants are C1CCOC1, [Li]CCCC, Clc1nc(N2CCOCC2)c2ccsc2n1, [Li], O=C=O. Yields the product O=C(O)c1cc2c(N3CCOCC3)nc(Cl)nc2s1. Reaction SMILES: [CH2:26]1[O:27][CH2:28][CH2:29][CH2:30]1.[CH3:17][CH2:18][CH2:19][CH2:20][Li:21].[Cl:1][c:2]1[n:3][c:4]([N:11]2[CH2:12][CH2:13][O:14][CH2:15][CH2:16]2)[c:5]2[c:6]([n:7]1)[s:8][cH:9][cH:10]2.[Li:22].[O:23]=[C:24]=[O:25]>>[Cl:1][c:2]1[n:3][c:4]([N:11]2[CH2:12][CH2:13][O:14][CH2:15][CH2:16]2)[c:5]2[c:6]([n:7]1)[s:8][c:9]([C:24](=[O:23])[OH:25])[cH:10]2. The reactants are O=C([O-])[O-], CCCCN=C=O, CCC(C)=O, [K+], [K+], NS(=O)(=O)c1ccccc1-c1ccno1. Product: CCCCNC(=O)NS(=O)(=O)c1ccccc1-c1ccno1. RXN SMILES: [C:23](=[O:24])([O-:25])[O-:26].[CH3:16][CH2:17][CH2:18][CH2:19][N:20]=[C:21]=[O:22].[CH3:29][C:30](=[O:31])[CH2:32][CH3:33].[K+:27].[K+:28].[o:1]1[n:2][cH:3][cH:4][c:5]1-[c:6]1[c:7]([S:12](=[O:13])(=[O:14])[NH2:15])[cH:8][cH:9][cH:10][cH:11]1>>[o:1]1[n:2][cH:3][cH:4][c:5]1-[c:6]1[c:7]([S:12](=[O:13])(=[O:14])[NH:15][C:21]([NH:20][CH2:19][CH2:18][CH2:17][CH3:16])=[O:22])[cH:8][cH:9][cH:10][cH:11]1. Reactants: ClCCOC1=C(C=C2C(=C(C=NC2=C1)C#N)Cl)OC (7-(2-chloro-ethoxy)-4-chloro-6-methoxy-quinoline-3-carbonitrile), OC=1C=C(N)C=CC1C (3-hydroxy-4-methyl-aniline), Cl.N1=CC=CC=C1 (pyridine hydrochloride). Solvent: C(C)OCCO (2-ethoxyethanol). Product: ClCCOC1=C(C=C2C(=C(C=NC2=C1)C#N)NC1=CC(=C(C=C1)C)O)OC (7-(2-Chloro-ethoxy)-4-(3-hydroxy-4-methyl-phenylamino)-6-methoxy-quinoline-3-carbonitrile). Yield: 67.1%. RXN SMILES: [Cl:1][CH2:2][CH2:3][O:4][C:5]1[CH:14]=[C:13]2[C:8]([C:9](Cl)=[C:10]([C:15]#[N:16])[CH:11]=[N:12]2)=[CH:7][C:6]=1[O:18][CH3:19].[OH:20][C:21]1[CH:22]=[C:23]([CH:25]=[CH:26][C:27]=1[CH3:28])[NH2:24].Cl.N1C=CC=CC=1>C(OCCO)C>[Cl:1][CH2:2][CH2:3][O:4][C:5]1[CH:14]=[C:13]2[C:8]([C:9]([NH:24][C:23]3[CH:25]=[CH:26][C:27]([CH3:28])=[C:21]([OH:20])[CH:22]=3)=[C:10]([C:15]#[N:16])[CH:11]=[N:12]2)=[CH:7][C:6]=1[O:18][CH3:19] |f:2.3|. Reported procedure: By using the above method, starting with 3 g of 7-(2-chloro-ethoxy)-4-chloro-6-methoxy-quinoline-3-carbonitrile, 1.37 g of 3-hydroxy-4-methyl-aniline, and 1.2 g of pyridine hydrochloride in 31 ml of 2-ethoxyethanol, 2.6 g of the title compound was obtained as a crystalline solid: mass spectrum (electrospray, m/e) M+H 383.9.